Dataset: the Open Reaction Database (ORD), a public repository of structured organic reaction records. Task: describe an organic reaction: reactants, conditions, products, and yield Run at temperature 100 celsius. Isolated yield 89.2%. Reactants: C(C)OC(C(F)(F)F)O (trifluoroacetaldehyde ethyl-hemiacetal), ClC1=C(C(=CC(=C1)C(F)(F)F)Cl)NN (2,6-dichloro-4-trifluoromethylphenyl hydrazine). Procedure details: A mixture of 100 g (0.69 mol) of trifluoroacetaldehyde ethyl-hemiacetal and 169.1 g (0.69 mol) of 2,6-dichloro-4-trifluoromethylphenyl hydrazine is heated at 100° C. for 6 hours. After the volatile components have been removed, the residue is recrystallized from petroleum ether. 200 g (89%) of trifluoroacetaldehyde N-(2,6-dichloro-4-trifluoromethylphenyl)-hydrazone of melting point 45° C. to 46° C. are isolated. Reaction SMILES: C(O[CH:4](O)[C:5]([F:8])([F:7])[F:6])C.[Cl:10][C:11]1[CH:16]=[C:15]([C:17]([F:20])([F:19])[F:18])[CH:14]=[C:13]([Cl:21])[C:12]=1[NH:22][NH2:23]>>[Cl:10][C:11]1[CH:16]=[C:15]([C:17]([F:19])([F:18])[F:20])[CH:14]=[C:13]([Cl:21])[C:12]=1[NH:22][N:23]=[CH:4][C:5]([F:6])([F:7])[F:8]. Product: ClC1=C(C(=CC(=C1)C(F)(F)F)Cl)NN=CC(F)(F)F (trifluoroacetaldehyde N-(2,6-dichloro-4-trifluoromethylphenyl)-hydrazone). Starting materials: C(C1=CC=CC=C1)(=O)C=1C=C(C(=O)OCC)C=CC1 (ethyl 3-benzoylbenzoate), [BH4-].[Na+] (NaBH4). Reported procedure: To a solution of ethyl 3-benzoylbenzoate (1.0197 g, 4.0 mmol, 1.0 equiv) in ethanol (10 mL) was added of NaBH4 (0.32 g, 2.1 equiv). The reaction mixture was stirred at rt for 1.5 h, quenched with 10% aq Na2CO3, extracted three times with CH2Cl2, and dried over Na2SO4. The crude product was used in the next step without further purification. LC-MS (3 min) tR=1.64 min, m/z 239 (M+-OH). 1H NMR (400 MHz, CDCl3) δ 8.09 (m, 1H), 7.93-7.96 (m, 1H), 7.56-7.59 (m, 1H), 7.26-7.43 (m, 6H), 5.89 (s, 1H), 4.... Run at time 1.5 hour. Run in C(C)O (ethanol). The product is OC(C=1C=C(C(=O)OCC)C=CC1)C1=CC=CC=C1 (Ethyl 3-(hydroxy(phenyl)methyl)benzoate). Reaction SMILES: [C:1]([C:9]1[CH:10]=[C:11]([CH:17]=[CH:18][CH:19]=1)[C:12]([O:14][CH2:15][CH3:16])=[O:13])(=[O:8])[C:2]1[CH:7]=[CH:6][CH:5]=[CH:4][CH:3]=1.[BH4-].[Na+]>C(O)C>[OH:8][CH:1]([C:2]1[CH:7]=[CH:6][CH:5]=[CH:4][CH:3]=1)[C:9]1[CH:10]=[C:11]([CH:17]=[CH:18][CH:19]=1)[C:12]([O:14][CH2:15][CH3:16])=[O:13] |f:1.2|. Starting materials: O (water), O=C1CN(CCN1)C(=O)OC(C)(C)C (tert-Butyl 3-oxopiperazine-1-carboxylate), ClC1=CC2=CC=C(C=C2C=C1)SCCCCl (2-chloro-6-((3-chloropropyl)thio)naphthalene), [H-].[Na+] (sodium hydride). The solvent is CN(C)C=O (DMF). The product is ClC=1C=C2C=CC(=CC2=CC1)SCCCN1C(CN(CC1)C(=O)OC(C)(C)C)=O (tert-Butyl 4-(3-((6-chloro-2-naphthyl)thio)propyl)-3-oxopiperazine-1-carboxylate). Yield: 92.4%. RXN SMILES: [O:1]=[C:2]1[NH:7][CH2:6][CH2:5][N:4]([C:8]([O:10][C:11]([CH3:14])([CH3:13])[CH3:12])=[O:9])[CH2:3]1.[H-].[Na+].[Cl:17][C:18]1[CH:27]=[CH:26][C:25]2[C:20](=[CH:21][CH:22]=[C:23]([S:28][CH2:29][CH2:30][CH2:31]Cl)[CH:24]=2)[CH:19]=1.O>CN(C=O)C>[Cl:17][C:18]1[CH:19]=[C:20]2[C:25](=[CH:26][CH:27]=1)[CH:24]=[C:23]([S:28][CH2:29][CH2:30][CH2:31][N:7]1[CH2:6][CH2:5][N:4]([C:8]([O:10][C:11]([CH3:14])([CH3:13])[CH3:12])=[O:9])[CH2:3][C:2]1=[O:1])[CH:22]=[CH:21]2 |f:1.2|. Procedure: tert-Butyl 3-oxopiperazine-1-carboxylate (2.0 g) was dissolved in DMF (30 mL), and sodium hydride (0.5 g) was added thereto. With ice cooling, 2-chloro-6-((3-chloropropyl)thio)naphthalene (2.7 g) was added thereto, and the mixture was mixed at 60° C. for 3 hours. The reaction solution was poured into water, then extracted with chloroform, and the extract was dried over anhydrous magnesium sulfate. The solvent was distilled off, and the residue was purified with a silica gel column to give the ti...